This data is from the Open Reaction Database (ORD), a public repository of structured organic reaction records. The task is: describe an organic reaction: reactants, conditions, products, and yield The reactants are BrCC(=O)Br (bromoacetyl bromide), CC1=C(N)C(=CC=C1)C(CCC)=O (2-methyl-6-n-butanoylaniline), BrCCC(=O)Cl (3-bromopropionyl chloride). The product is BrCCC(=O)NC1=C(C=CC=C1C(CCC)=O)C (3-bromo-2'-methyl-6'-n-butanoylpropionanilide). As a reaction SMILES: BrCC(Br)=O.[CH3:6][C:7]1[CH:13]=[CH:12][CH:11]=[C:10]([C:14](=[O:18])[CH2:15][CH2:16][CH3:17])[C:8]=1[NH2:9].[Br:19][CH2:20][CH2:21][C:22](Cl)=[O:23]>>[Br:19][CH2:20][CH2:21][C:22]([NH:9][C:8]1[C:10]([C:14](=[O:18])[CH2:15][CH2:16][CH3:17])=[CH:11][CH:12]=[CH:13][C:7]=1[CH3:6])=[O:23]. Procedure: In the same manner as in Example 1 but replacing 2-acetyl-6-methylaniline and bromoacetyl bromide by 2-methyl-6-n-butanoylaniline and 3-bromopropionyl chloride, there was obtained 3-bromo-2'-methyl-6'-n-butanoylpropionanilide. [B] Amination Starting materials: C(C)C(CC)OC1=C2NC(N(C2=NC(=N1)C)C1=C(C=C(C=C1C)C)C)=O (6-(1-Ethyl-propoxy)-2-methyl-9-(2,4,6-trimethyl-phenyl)-7,9-dihydro-purin-8-one), C[Si](C)(C)[N-][Si](C)(C)C.[Li+] (lithium bis(trimethylsilyl)amide). The solvent is C1CCOC1 (THF). The product is C(C)C(CC)OC1=C2N(C(N(C2=NC(=N1)C)C1=C(C=C(C=C1C)C)C)=O)C (6-(1-Ethyl-propoxy)-2,7-dimethyl-9-(2,4,6-trimethyl-phenyl)-7,9-dihydro-purin-8-one). Reaction SMILES: [CH2:1]([CH:3]([O:6][C:7]1[N:15]=[C:14]([CH3:16])[N:13]=[C:12]2[C:8]=1[NH:9][C:10](=[O:26])[N:11]2[C:17]1[C:22]([CH3:23])=[CH:21][C:20]([CH3:24])=[CH:19][C:18]=1[CH3:25])[CH2:4][CH3:5])[CH3:2].[CH3:27][Si]([N-][Si](C)(C)C)(C)C.[Li+]>C1COCC1>[CH2:1]([CH:3]([O:6][C:7]1[N:15]=[C:14]([CH3:16])[N:13]=[C:12]2[C:8]=1[N:9]([CH3:27])[C:10](=[O:26])[N:11]2[C:17]1[C:22]([CH3:23])=[CH:21][C:20]([CH3:24])=[CH:19][C:18]=1[CH3:25])[CH2:4][CH3:5])[CH3:2] |f:1.2|. Reported procedure: The title compound was prepared by methylation of 6-(1-Ethyl-propoxy)-2-methyl-9-(2,4,6-trimethyl-phenyl)-7,9-dihydro-purin-8-one with lithium bis(trimethylsilyl)amide in THF, followed by quenching with methyl iodide. 1H NMR(CDCl3) d7.00(s,2H), 5.31(m,1H), 3.66(s,3H), 2.479s,3H), 2.33(s,3H), 2.06(s,6H), 1.79(m,4H), 1.01(t,6H) ppm. The reactants are FC1=C(C=CC(=C1)F)NC1=CC(=C(C=C1)C(=O)C1=C(C=CC(=C1)N1N=NC(=C1)CCO)C)C ([4-(2,4-Difluoro-phenylamino)-2-methyl-phenyl]-{5-[4-(2-hydroxy-ethyl)-[1,2,3]triazol-1-yl]-2-methyl-phenyl}-methanone), BrC1=CC(=C(C=C1)C(=O)C1=C(C=CC(=C1)N1N=NC(=C1)CCO)C)C ((4-Bromo-2-methyl-phenyl)-{5-[4-(2-hydroxy-ethyl)-[1,2,3]triazol-1-yl]-2-methyl-phenyl}-methanone), NC=1C=C(C=CC1)C(C)=O (1-(3-amino-phenyl)-ethanone). Yields the product OCCC=1N=NN(C1)C=1C=CC(=C(C(=O)C2=C(C=C(C=C2)NC=2C=C(C=CC2)C(C)=O)C)C1)C (1-[3-(4-{5-[4-(2-Hydroxy-ethyl)-[1,2,3]triazol-1-yl]-2-methyl-benzoyl}-3-methyl-phenylamino)-phenyl]-ethanone). As a reaction SMILES: F[C:2]1[CH:7]=[C:6](F)[CH:5]=[CH:4][C:3]=1[NH:9][C:10]1[CH:15]=[CH:14][C:13]([C:16]([C:18]2[CH:23]=[C:22]([N:24]3[CH:28]=[C:27]([CH2:29][CH2:30][OH:31])[N:26]=[N:25]3)[CH:21]=[CH:20][C:19]=2[CH3:32])=[O:17])=[C:12]([CH3:33])[CH:11]=1.BrC1C=C[C:38]([C:41](C2C=C(N3C=C(CCO)N=N3)C=CC=2C)=[O:42])=C(C)C=1.NC1C=C(C(=O)C)C=CC=1>>[OH:31][CH2:30][CH2:29][C:27]1[N:26]=[N:25][N:24]([C:22]2[CH:21]=[CH:20][C:19]([CH3:32])=[C:18]([CH:23]=2)[C:16]([C:13]2[CH:14]=[CH:15][C:10]([NH:9][C:3]3[CH:4]=[C:5]([C:41](=[O:42])[CH3:38])[CH:6]=[CH:7][CH:2]=3)=[CH:11][C:12]=2[CH3:33])=[O:17])[CH:28]=1. Procedure: The reaction was carried out similarly as described in the preparation of compound 148, using compound 452 (0.13 mmol) and 1-(3-amino-phenyl)-ethanone (0.13 mmol). The crude product was purified by continuous gradient flash chromatography using MeOH/DCM/petroleum ether (40-60) 0:50:50, 0:100:0 and 5:95:0 as the eluent to afford the title compound as yellow solid. 13C NMR (CDCl3) δ 197.8, 197.1, 147.1, 146.3, 143.3, 142.3, 141.2, 138.5, 137.1, 135.3, 134.7, 132.3, 129.8, 128.5, 124.8, 123.2, 121....